Dataset: the Open Reaction Database (ORD), a public repository of structured organic reaction records. Task: describe an organic reaction: reactants, conditions, products, and yield Starting materials: Cl (HCl), C(C)(=O)NC=1SC(=C(N1)C)C=1N=C(SC1)C(=O)OCC (ethyl 2′-(acetylamino)-4′-methyl-4,5′-bi-1,3-thiazole-2-carboxylate), C(C)(=O)NC=1SC(=C(N1)C)C=1N=C(SC1)C(=O)OCC (Ethyl 2′-(acetylamino)-4′-methyl-4,5′-bi-1,3-thiazole-2-carboxylate), [OH-].[Na+] (Sodium hydroxide). The solvent is C1CCOC1 (THF). Conditions: time 1 hour. Yields the product C(C)(=O)NC=1SC(=C(N1)C)C=1N=C(SC1)C(=O)O (2′-(Acetylamino)-4′-methyl-4,5′-bi-1,3-thiazole-2-carboxylic acid). Reaction SMILES: [C:1]([NH:4][C:5]1[S:6][C:7]([C:11]2[N:12]=[C:13]([C:16]([O:18]CC)=[O:17])[S:14][CH:15]=2)=[C:8]([CH3:10])[N:9]=1)(=[O:3])[CH3:2].[OH-].[Na+].Cl>C1COCC1>[C:1]([NH:4][C:5]1[S:6][C:7]([C:11]2[N:12]=[C:13]([C:16]([OH:18])=[O:17])[S:14][CH:15]=2)=[C:8]([CH3:10])[N:9]=1)(=[O:3])[CH3:2] |f:1.2|. Procedure details: A solution of ethyl 2′-(acetylamino)-4′-methyl-4,5′-bi-1,3-thiazole-2-carboxylate, Compound (1), (200 mg; 0.64 mmol; 1 eq.) in THF (6 ml) is cooled down to 0° C. Sodium hydroxide (1.60 ml; 5 M; 8.03 mmol; 12.50 eq.) is added dropwise. After 1 h, no starting material can be detected. The mixture is neutralized at 0° C. with HCl 5M solution (1.607 ml; 5 M; 8.03 mmol; 12.50 eq.). The resulting precipitate is filtrated, washed with water and Et2O, affording Compound (4) as white-off powder (137.5 mg... Reactants: OCC(C)(C)NC(=O)C=1N=C(N(C1)C1=C(C=C(C=C1)C1=CC(=CC=C1)S(=O)(=O)C)Cl)C1=C(C=CC=C1Cl)Cl (1-(3-Chloro-3′-methanesulfonyl-biphenyl-4-yl)-2-(2,6-dichloro-phenyl)-1H-imidazole-4-carboxylic acid (2-hydroxy-1,1-dimethyl-ethyl)-amide), C1=CC=CC=C1 (benzene), P12(=S)SP3(=S)SP(=S)(S1)SP(=S)(S2)S3 (P2S5). The solvent is CCOC(=O)C (EtOAc). Yields the product ClC=1C=C(C=CC1N1C(=NC(=C1)C=1SCC(N1)(C)C)C1=C(C=CC=C1Cl)Cl)C1=CC(=CC=C1)S(=O)(=O)C (2-[1-(3-Chloro-3′-methanesulfonyl-biphenyl-4-yl)-2-(2,6-dichloro-phenyl)-1H-imidazol-4-yl]-4,4-dimethyl-4,5-dihydro-thiazole). Isolated yield 17.2%. RXN SMILES: O[CH2:2][C:3]([NH:6][C:7]([C:9]1[N:10]=[C:11]([C:31]2[C:36]([Cl:37])=[CH:35][CH:34]=[CH:33][C:32]=2[Cl:38])[N:12]([C:14]2[CH:19]=[CH:18][C:17]([C:20]3[CH:25]=[CH:24][CH:23]=[C:22]([S:26]([CH3:29])(=[O:28])=[O:27])[CH:21]=3)=[CH:16][C:15]=2[Cl:30])[CH:13]=1)=O)([CH3:5])[CH3:4].C1C=CC=CC=1.P12(SP3(SP(SP(S3)(S1)=S)(=S)S2)=S)=[S:46]>CCOC(C)=O>[Cl:30][C:15]1[CH:16]=[C:17]([C:20]2[CH:25]=[CH:24][CH:23]=[C:22]([S:26]([CH3:29])(=[O:28])=[O:27])[CH:21]=2)[CH:18]=[CH:19][C:14]=1[N:12]1[CH:13]=[C:9]([C:7]2[S:46][CH2:2][C:3]([CH3:5])([CH3:4])[N:6]=2)[N:10]=[C:11]1[C:31]1[C:36]([Cl:37])=[CH:35][CH:34]=[CH:33][C:32]=1[Cl:38]. Procedure: To a N2 purged 50 mL round bottom flask attached with condenser was added 1-(3-Chloro-3′-methanesulfonyl-biphenyl-4-yl)-2-(2,6-dichloro-phenyl)-1H-imidazole-4-carboxylic acid (2-hydroxy-1,1-dimethyl-ethyl)-amide (140 mg, 236 μmol), anhydrous benzene (14 mL) and P2S5 (500 mg, 2.25 mmol). The reaction solution was stirred at reflux for 1 hr. The reaction solution was diluted with EtOAc (100 mL) and filtered through a Buchner funnel to remove excess P2S5. The filtrate was washed with aq. 0.1 N NaOH... Reactants: final complex, C(C)O.C(Cl)(Cl)Cl.C1=CC=CC=C1 (ethanol chloroform benzene), N[C@@H](CS)C(=O)O (Cys), N[C@@H](CS)C(=O)O (Cys), ester, P(=O)([O-])([O-])[O-].[Na+].[Na+].[Na+] (sodium phosphate), N[C@@H](CS)C(=O)O (Cys). The reagents and catalysts are [O-][99Tc](=O)(=O)=O.[Na+] (99mTcO4). Run in O (water), C(C)O (ethanol), Cl (HCl). Run at temperature 80 celsius, time 30 minute. The product is N[C@@H](CS)C(=O)OCC (CysOEt), N[C@@H](CS)C(=O)O (Cys). RXN SMILES: P([O-])([O-])([O-])=O.[Na+].[Na+].[Na+].[NH2:9][C@H:10]([C:13]([OH:15])=[O:14])[CH2:11][SH:12].[CH2:16](O)[CH3:17].C(Cl)(Cl)Cl.C1C=CC=CC=1>C(O)C.Cl.O.[O-][99Tc](=O)(=O)=O.[Na+]>[NH2:9][C@H:10]([C:13]([O:15][CH2:16][CH3:17])=[O:14])[CH2:11][SH:12].[NH2:9][C@H:10]([C:13]([OH:15])=[O:14])[CH2:11][SH:12] |f:0.1.2.3,5.6.7,11.12|. Reported procedure: In a mixture of 0.6 ml of ethanol and 0.1 ml (1 mol/l) of an aqueous HCl solution were dissolved 5 mg of SDH and 1.5 mg of PNP, followed by adding thereto a physiologically acceptable 99mTcO4− solution (0.5 ml, 50 MBq). The resulting mixture was heated at 80° C. for 20 minutes and then cooled to room temperature, after which 1 ml of sodium phosphate buffer (0.05 mol/l) was added thereto to adjust the pH to about 7.8. Subsequently, a solution of 3.0 mg of Cys in 0.50 ml of water was added, and th...